This data is from the Open Reaction Database (ORD), a public repository of structured organic reaction records. The task is: describe an organic reaction: reactants, conditions, products, and yield The reactants are IC1=C2/C(/C(NC2=CC=C1)=O)=C/C=1NC=CC1 ((Z)-1,3-dihydro-4-iodo-3-[(1H-pyrrol-2-yl)methylene]-2H-indol-2-one), IC1=C2/C(/C(NC2=CC=C1)=O)=C/C=1NC=CC1 ((Z)-1,3-dihydro-4-iodo-3-[(1H-pyrrol-2-yl)methylene]-2H-indol-2-one), C(=O)([O-])[O-].[Na+].[Na+] (Na2CO3), COC1=C(C=CC=C1)B(O)O (2-methoxyphenylboronic acid). Reagents/catalysts: C=1C=CC(=CC1)[P](C=2C=CC=CC2)(C=3C=CC=CC3)[Pd]([P](C=4C=CC=CC4)(C=5C=CC=CC5)C=6C=CC=CC6)([P](C=7C=CC=CC7)(C=8C=CC=CC8)C=9C=CC=CC9)[P](C=1C=CC=CC1)(C=1C=CC=CC1)C=1C=CC=CC1 ((Ph3P)4Pd). Solvent: COCCOC (1,2-dimethoxyethane). Reaction conditions: temperature 100 celsius. Product: COC1=C(C=CC=C1)C1=C2/C(/C(NC2=CC=C1)=O)=C/C=1NC=CC1 ((Z)-1,3-Dihydro-4-(2-methoxyphenyl)-3-[(1H-pyrrol-2-yl)methylene]-2H-indol-2-one). RXN SMILES: I[C:2]1[CH:10]=[CH:9][CH:8]=[C:7]2[C:3]=1/[C:4](=[CH:12]/[C:13]1[NH:14][CH:15]=[CH:16][CH:17]=1)/[C:5](=[O:11])[NH:6]2.C([O-])([O-])=O.[Na+].[Na+].[CH3:24][O:25][C:26]1[CH:31]=[CH:30][CH:29]=[CH:28][C:27]=1B(O)O>C1C=CC([P]([Pd]([P](C2C=CC=CC=2)(C2C=CC=CC=2)C2C=CC=CC=2)([P](C2C=CC=CC=2)(C2C=CC=CC=2)C2C=CC=CC=2)[P](C2C=CC=CC=2)(C2C=CC=CC=2)C2C=CC=CC=2)(C2C=CC=CC=2)C2C=CC=CC=2)=CC=1.COCCOC>[CH3:24][O:25][C:26]1[CH:31]=[CH:30][CH:29]=[CH:28][C:27]=1[C:2]1[CH:10]=[CH:9][CH:8]=[C:7]2[C:3]=1/[C:4](=[CH:12]/[C:13]1[NH:14][CH:15]=[CH:16][CH:17]=1)/[C:5](=[O:11])[NH:6]2 |f:1.2.3,^1:38,40,59,78|. Procedure details: A solution of (Z)-1,3-dihydro-4-iodo-3-[(1H-pyrrol-2-yl)methylene]-2H-indol-2-one (50 mg, 0.149 mmol) (Starting Material 1), 2M aqueous Na2CO3 solution (149 μL , 0.298 mmol), (Ph3P)4Pd (5 mg, 0.004 mmol) (Aldrich), and 2-methoxyphenylboronic acid (25 mg, 0.164 mmol) (Aldrich) in 4 mL of a 2:1 mixture of 1,2-dimethoxyethane:distilled water was heated at 100° C. under a nitrogen atmosphere for 18 h. The reaction mixture was allowed to cool to room temperature and then directly purified by flash ch... Reaction SMILES: [F:5][c:6]1[c:7]([C:8]#[N:9])[cH:10][cH:11][cH:12][cH:13]1.[OH:1][N+:2]([O-:3])=[O:4].[S:14](=[O:15])(=[O:16])([OH:17])[OH:18]>>[O-:1][N+:2](=[O:4])[c:11]1[cH:10][c:7]([C:8]#[N:9])[c:6]([F:5])[cH:13][cH:12]1. Starting materials: N#Cc1ccccc1F, O=[N+]([O-])O, O=S(=O)(O)O. The product is N#Cc1cc([N+](=O)[O-])ccc1F. Reactants: [Br-], CC[Mg+], C1CCOC1, O=C1Nc2cc(C(F)(F)F)ccc2C1=O, Oc1ccc(Cl)cc1. Product: O=C1Nc2cc(C(F)(F)F)ccc2C1(O)c1cc(Cl)ccc1O. As a reaction SMILES: [Br-:9].[CH2:10]([Mg+:11])[CH3:12].[CH2:28]1[O:29][CH2:30][CH2:31][CH2:32]1.[F:13][C:14]([c:15]1[cH:16][cH:17][c:18]2[c:22]([cH:23]1)[NH:21][C:20](=[O:24])[C:19]2=[O:25])([F:26])[F:27].[OH:1][c:2]1[cH:3][cH:4][c:5]([Cl:6])[cH:7][cH:8]1>>[OH:1][c:2]1[c:3]([C:19]2([OH:25])[c:18]3[cH:17][cH:16][c:15]([C:14]([F:13])([F:26])[F:27])[cH:23][c:22]3[NH:21][C:20]2=[O:24])[cH:4][c:5]([Cl:6])[cH:7][cH:8]1. The reactants are Cl (hydrochloric acid), C1(=CC=CC=C1)[C@@H]1NCCC[C@@H]1N (cis-2-phenyl-piperidin-3-yl-amine), COC1=C(C=O)C=C(C=C1)N1N=NN=C1 (2-methoxy-5-tetrazol-1-yl-benzaldehyde), C(C)(=O)O[BH-](OC(C)=O)OC(C)=O.[Na+] (sodium triacetoxy borohydride). The reagents and catalysts are C(C)(=O)O (acetic acid). The solvent is CCOCC (ether), C(C)O (ethanol), ClCCl (dichloromethane). Run at time 18 hour. Product: Cl.Cl.COC1=C(CN[C@@H]2[C@@H](NCCC2)C2=CC=CC=C2)C=C(C=C1)N1N=NN=C1 ((2-Methoxy-5-tetrazol-1-yl-benzyl)-(cis-2-phenyl-piperidin-3yl)-amine dihydrochloride). As a reaction SMILES: [C:1]1([C@H:7]2[C@@H:12]([NH2:13])[CH2:11][CH2:10][CH2:9][NH:8]2)[CH:6]=[CH:5][CH:4]=[CH:3][CH:2]=1.[CH3:14][O:15][C:16]1[CH:23]=[CH:22][C:21]([N:24]2[CH:28]=[N:27][N:26]=[N:25]2)=[CH:20][C:17]=1[CH:18]=O.C(O[BH-](OC(=O)C)OC(=O)C)(=O)C.[Na+].[ClH:43]>ClCCl.C(O)(=O)C.C(O)C.CCOCC>[ClH:43].[ClH:43].[CH3:14][O:15][C:16]1[CH:23]=[CH:22][C:21]([N:24]2[CH:28]=[N:27][N:26]=[N:25]2)=[CH:20][C:17]=1[CH2:18][NH:13][C@H:12]1[CH2:11][CH2:10][CH2:9][NH:8][C@H:7]1[C:1]1[CH:2]=[CH:3][CH:4]=[CH:5][CH:6]=1 |f:2.3,9.10.11|. Reported procedure: To a solution of cis-2-phenyl-piperidin-3-yl-amine (1.22 mmol) and 2-methoxy-5-tetrazol-1-yl-benzaldehyde (1.22 mmol) in dichloromethane (25 ml) was added sodium triacetoxy borohydride (1.70 mmol) and 2 drops of glacial acetic acid. The mixture was stirred at room temperature under nitrogen atmosphere for 18 h. The solvent was evaporated in vacuo and the residue quenched with 2N solution of sodium carbonate (20 ml ) and extracted with ethyl acetate (3×50 ml). The organic layer was treated with 2... Starting materials: BrC1=C(CO)C=C(C=C1)C#N (2-bromo-5-cyanobenzyl alcohol), C(C)(C)N(CC)C(C)C (diisopropylethylamine), COCCl (chloromethyl methyl ether), O (Water). Run in ClCCl (dichloromethane). Run at time 8 hour. Yields the product BrC1=C(C=C(C#N)C=C1)COCOC (4-Bromo-3-(methoxymethoxymethyl)benzonitrile). The yield is 73.4%. Reaction SMILES: [Br:1][C:2]1[CH:9]=[CH:8][C:7]([C:10]#[N:11])=[CH:6][C:3]=1[CH2:4][OH:5].C(N(C(C)C)CC)(C)C.[CH3:21][O:22][CH2:23]Cl.O>ClCCl>[Br:1][C:2]1[CH:9]=[CH:8][C:7]([C:10]#[N:11])=[CH:6][C:3]=1[CH2:4][O:5][CH2:21][O:22][CH3:23]. Reported procedure: To a solution of 2-bromo-5-cyanobenzyl alcohol (4.59 g, 21.7 mmol) in dichloromethane (80 mL) were added diisopropylethylamine (5.6 mL, 32 mmol) and chloromethyl methyl ether (2.3 mL, 30 mmol) at 0° C., and the reaction mixture was stirred at room temperature overnight. Water was added, and the mixture was extracted with chloroform. The organic layer was washed with brine and dried over anhydrous sodium sulfate. The solvent was removed under reduced pressure. The residue was purified by silica g... Reactants: C(Cl)(Cl)Cl (CHCl3), CO (MeOH), C(C1=CC=CC=C1)(=O)N1CCN(CC1)C(=O)OC(C)(C)C (tert-butyl 4-benzoylpiperazine-1-carboxylate). Run in O1CCOCC1 (1,4-dioxane). Product: solution, Cl (hydrogen chloride), C(C1=CC=CC=C1)(=O)N1CCN(CC1)C(=O)[O-] (4-benzoylpiperazine-1-carboxylate). Yield: 96.0%. As a reaction SMILES: [C:1]([N:9]1[CH2:14][CH2:13][N:12]([C:15]([O:17]C(C)(C)C)=[O:16])[CH2:11][CH2:10]1)(=[O:8])[C:2]1[CH:7]=[CH:6][CH:5]=[CH:4][CH:3]=1.CO.C(Cl)(Cl)[Cl:25]>O1CCOCC1>[ClH:25].[C:1]([N:9]1[CH2:10][CH2:11][N:12]([C:15]([O-:17])=[O:16])[CH2:13][CH2:14]1)(=[O:8])[C:2]1[CH:7]=[CH:6][CH:5]=[CH:4][CH:3]=1. Reported procedure: General procedure B was followed using tert-butyl 4-benzoylpiperazine-1-carboxylate 9 (75 mg, 0.26 mmol), MeOH (2 mL) and a 4 M solution of hydrogen chloride in 1,4-dioxane (2 mL) to furnish the title compound as a colourless oil (47 mg, 96%), umax (CHCl3)/cm−1 3015, 2954, 1622, 1435, 1290, 1136, 1018; m/z (ESI) C11H15N2O requires 191.1179, found [M+H]+ 191.1179. Conditions: time 90 minute. The reactants are C(C)(C)(C)OC(C(C(=O)C1=NC=C(C=C1F)Cl)C)=O (3- (5-chloro-3-fluoropyridin-2-yl)-2-methyl-3-oxopropionic acid tert-but yl ester), ice water, solution, Br (hydrogen bromide). The solvent is C(C)(=O)O (acetic acid). Product: ClC=1C=C(C(=NC1)C(C(C(=O)O)C)=O)F (3-(5-Chloro-3-fluoropyridin-2-yl)-2-methyl-3-oxopropionic acid). Yield: 77.5%. RXN SMILES: C([O:5][C:6](=[O:19])[CH:7]([CH3:18])[C:8]([C:10]1[C:15]([F:16])=[CH:14][C:13]([Cl:17])=[CH:12][N:11]=1)=[O:9])(C)(C)C.Br>C(O)(=O)C>[Cl:17][C:13]1[CH:14]=[C:15]([F:16])[C:10]([C:8](=[O:9])[CH:7]([CH3:18])[C:6]([OH:19])=[O:5])=[N:11][CH:12]=1. Procedure details: 25.5 g of 3- (5-chloro-3-fluoropyridin-2-yl)-2-methyl-3-oxopropionic acid tert-but yl ester (Example P34) are added dropwise to 30 ml of a 33% solution of hydrogen bromide (HBr) in glacial acetic acid to form a suspension. The mixture is subsequently stirred for 90 minutes and then introduced into 300 ml of ice-water. The resulting precipitate is filtered off, washed with water and dried. 15.9 g of the desired title compound are obtained in the form of a solid having a melting point of 101-102° ...